This data is from the Open Reaction Database (ORD), a public repository of structured organic reaction records. The task is: describe an organic reaction: reactants, conditions, products, and yield The reactants are CN1C(=NC=2C=[N+](C=3C=CC=CC3C21)[O-])C2=CC=CC=C2 (1-Methyl-2-phenyl-1H-imidazo[4,5-c]quinolin-5-oxide), C(C)(=O)OC(C)=O (acetic anhydride). Product: OC1=NC=2C=CC=CC2C2=C1N=C(N2C)C2=CC=CC=C2 (4-Hydroxy-1-methyl-2-phenyl-1H-imidazo[4,5-c]quinoline). RXN SMILES: [CH3:1][N:2]1[C:14]2[C:13]3[CH:12]=[CH:11][CH:10]=[CH:9][C:8]=3[N+:7]([O-])=[CH:6][C:5]=2[N:4]=[C:3]1[C:16]1[CH:21]=[CH:20][CH:19]=[CH:18][CH:17]=1.C(OC(=O)C)(=[O:24])C>>[OH:24][C:6]1[C:5]2[N:4]=[C:3]([C:16]3[CH:21]=[CH:20][CH:19]=[CH:18][CH:17]=3)[N:2]([CH3:1])[C:14]=2[C:13]2[CH:12]=[CH:11][CH:10]=[CH:9][C:8]=2[N:7]=1. Procedure: 20 ml of acetic anhydride was added to 1.0 g of Compound b obtained in Reference Example 2, followed by refluxing for 5 hours. After the reaction solution was concentrated under reduced pressure, methanol was added to the residues. The solution was adjusted to a pH of 9 to 10 with sodium methoxide. The precipitate was collected by filtration and washed with methanol, to afford 0.63 g of Compound c. The reactants are [H-].[Na+] (sodium hydride), CS(=O)(=O)OCCCCN1C(=CC=C1)CC#N (1-(4-methansulfonyloxybutyl)pyrrol-2-acetonitrile), [Cl-].[Na+] (sodium chloride), [H-].[Na+] (sodium hydride), CCCCCC (hexane). Run in CN(C=O)C (dimethylformamide), CN(C=O)C (dimethylformamide). Reaction conditions: time 1 hour. The product is C(#N)C1C=2N(CCCC1)C=CC2 (9-cyano-6,7,8,9-tetrahydro-5H-pyrrolo[1,2-a]azepine). The yield is 69.0%. Reaction SMILES: [H-].[Na+].CCCCCC.CS(O[CH2:14][CH2:15][CH2:16][CH2:17][N:18]1[CH:22]=[CH:21][CH:20]=[C:19]1[CH2:23][C:24]#[N:25])(=O)=O.[Cl-].[Na+]>CN(C)C=O>[C:24]([CH:23]1[CH2:14][CH2:15][CH2:16][CH2:17][N:18]2[CH:22]=[CH:21][CH:20]=[C:19]12)#[N:25] |f:0.1,4.5|. Reported procedure: To a stirred suspension of sodium hydride (obtained from 2.5 g. of 50% sodium hydride in mineral oil which had been freed of the carrier with hexane) in anhydrous dimethylformamide (60 ml.), maintained in an atmosphere of nitrogen and cooled to -5°, is added a solution of 1-(4-methansulfonyloxybutyl)pyrrol-2-acetonitrile (10 g, 0.062 moles) in dimethylformamide (40 ml.) at a rate such that the temperature is maintained at 10°-15° C. After the addition, stirring at this temperature is continued f... Reactants: CCOP(=O)(C#N)OCC, CC(C)N, CC(C)Cn1c(=O)n(C)c(=O)c2c(-c3cc(C(=O)O)cn3C)n(Cc3c[nH]c4ccc(Cl)cc34)nc21. Yields the product CC(C)Cn1c(=O)n(C)c(=O)c2c(-c3cc(C(=O)NC(C)C)cn3C)n(Cc3c[nH]c4ccc(Cl)cc34)nc21. As a reaction SMILES: [C:41]([P:42](=[O:43])([O:44][CH2:45][CH3:46])[O:47][CH2:48][CH3:49])#[N:50].[CH3:37][CH:38]([CH3:39])[NH2:40].[Cl:1][c:2]1[cH:3][c:4]2[c:5]([CH2:11][n:12]3[n:13][c:14]4[n:15]([CH2:33][CH:34]([CH3:35])[CH3:36])[c:16](=[O:32])[n:17]([CH3:31])[c:18](=[O:30])[c:19]4[c:20]3-[c:21]3[cH:22][c:23]([C:27](=[O:28])[OH:29])[cH:24][n:25]3[CH3:26])[cH:6][nH:7][c:8]2[cH:9][cH:10]1>>[Cl:1][c:2]1[cH:3][c:4]2[c:5]([CH2:11][n:12]3[n:13][c:14]4[n:15]([CH2:33][CH:34]([CH3:35])[CH3:36])[c:16](=[O:32])[n:17]([CH3:31])[c:18](=[O:30])[c:19]4[c:20]3-[c:21]3[cH:22][c:23]([C:27](=[O:29])[NH:40][CH:38]([CH3:37])[CH3:39])[cH:24][n:25]3[CH3:26])[cH:6][nH:7][c:8]2[cH:9][cH:10]1. The reactants are C, CCOC(=O)CCc1cn(Cc2ccc(OCc3ccccc3)cc2)nc1OCC, C1CCOC1, [Pd]. Yields the product CCOC(=O)CCc1cn(Cc2ccc(O)cc2)nc1OCC. Reaction SMILES: [C:31].[CH2:1]([c:2]1[cH:3][cH:4][cH:5][cH:6][cH:7]1)[O:8][c:9]1[cH:10][cH:11][c:12]([CH2:13][n:14]2[n:15][c:16]([O:26][CH2:27][CH3:28])[c:17]([CH2:19][CH2:20][C:21](=[O:22])[O:23][CH2:24][CH3:25])[cH:18]2)[cH:29][cH:30]1.[O:33]1[CH2:34][CH2:35][CH2:36][CH2:37]1.[Pd:32]>>[OH:8][c:9]1[cH:10][cH:11][c:12]([CH2:13][n:14]2[n:15][c:16]([O:26][CH2:27][CH3:28])[c:17]([CH2:19][CH2:20][C:21](=[O:22])[O:23][CH2:24][CH3:25])[cH:18]2)[cH:29][cH:30]1.